This data is from the Open Reaction Database (ORD), a public repository of structured organic reaction records. The task is: describe an organic reaction: reactants, conditions, products, and yield Starting materials: BrC=1C(=C(SC1Br)C#N)C (4,5-dibromo-2-cyano-3-methylthiophene). Reagents/catalysts: [Zn] (zinc). Yields the product BrC=1C(=C(SC1)C#N)C (4-bromo-2-cyano-3-methylthiophene). RXN SMILES: [Br:1][C:2]1[C:3]([CH3:10])=[C:4]([C:8]#[N:9])[S:5][C:6]=1Br>[Zn]>[Br:1][C:2]1[C:3]([CH3:10])=[C:4]([C:8]#[N:9])[S:5][CH:6]=1. Procedure details: reacting 4,5-dibromo-2-cyano-3-methylthiophene with zinc dust to provide the required 4-bromo-2-cyano-3-methylthiophene starting material; The reactants are ClC=1N=C(C2=C(N1)C=C(S2)C=O)N2CCOCC2 (2-Chloro-4-morpholin-4-yl-thieno[3,2-d]pyrimidine-6-carbaldehyde), CN(CC1CCNCC1)C (dimethyl-piperidin-4-ylmethyl-amine). Product: ClC=1N=C(C2=C(N1)C=C(S2)CN2CCC(CC2)CN(C)C)N2CCOCC2 ([1-(2-chloro-4-morpholin-4-yl-thieno[3,2-d]pyrimidin-6-ylmethyl)-piperidin-4-ylmethyl]-dimethyl-amine), solid. Yield: 51.0%. Reaction SMILES: [Cl:1][C:2]1[N:3]=[C:4]([N:13]2[CH2:18][CH2:17][O:16][CH2:15][CH2:14]2)[C:5]2[S:10][C:9]([CH:11]=O)=[CH:8][C:6]=2[N:7]=1.[CH3:19][N:20]([CH3:28])[CH2:21][CH:22]1[CH2:27][CH2:26][NH:25][CH2:24][CH2:23]1>>[Cl:1][C:2]1[N:3]=[C:4]([N:13]2[CH2:18][CH2:17][O:16][CH2:15][CH2:14]2)[C:5]2[S:10][C:9]([CH2:11][N:25]3[CH2:26][CH2:27][CH:22]([CH2:21][N:20]([CH3:28])[CH3:19])[CH2:23][CH2:24]3)=[CH:8][C:6]=2[N:7]=1. Reported procedure: 2-Chloro-4-morpholin-4-yl-thieno[3,2-d]pyrimidine-6-carboxaldehyde 10 was reacted with dimethyl-piperidin-4-ylmethyl-amine using standard reductive amination conditions. The resulting crude solid was triturated with methanol to give [1-(2-chloro-4-morpholin-4-yl-thieno[3,2-d]pyrimidin-6-ylmethyl)-piperidin-4-ylmethyl]-dimethyl-amine as an off white solid (51% yield), which was reacted with 5-(4,4,5,5-tetramethyl-[1,3,2]dioxaborolan-2-yl)-pyrimidin-2-ylamine according to General Procedure A. The ... Reactants: CO (methanol), [H-].[Na+] (sodium hydride), resultant solution, CO (methanol), ClC1=NC(=CC(=C1)[N+](=O)[O-])Cl (2,6-dichloro-4-nitropyridine), resultant solution. The solvent is O1CCCC1 (tetrahydrofuran). Product: ClC1=NC(=CC(=C1)OC)Cl (2,6-dichloro-4-methoxypyridine). Reaction SMILES: [CH3:1][OH:2].[H-].[Na+].[Cl:5][C:6]1[CH:11]=[C:10]([N+]([O-])=O)[CH:9]=[C:8]([Cl:15])[N:7]=1>O1CCCC1>[Cl:5][C:6]1[CH:11]=[C:10]([O:2][CH3:1])[CH:9]=[C:8]([Cl:15])[N:7]=1 |f:1.2|. Reported procedure: To a tetrahydrofuran solution containing methanol (0.37 g, 0.0104×1.1 mol), sodium hydride (0.44 g (ca. 60% in mineral oil), 0.0104×1.05 mol) was added, then 2,6-dichloro-4-nitropyridine (2.00. g, 0.0104 mol) was added thereto and the resultant solution was stirred for about 2 hours at room temperature. After it was confirmed that there was no bubbling with the addition of methanol (1.0 g, 0.0355×0.9 mol), the resultant solution was stirred for about another 1 hour. After the reaction solution w... The reactants are CCOC(=O)N1C(=O)C2(c3ccc(Cl)cc31)C(c1cccc(Cl)c1)CC(=O)NC2c1cccc(Cl)c1, CO, [Na+], [OH-]. Product: O=C1CC(c2cccc(Cl)c2)C2(C(=O)Nc3cc(Cl)ccc32)C(c2cccc(Cl)c2)N1. As a reaction SMILES: [CH2:1]([O:2][C:3](=[O:4])[N:6]1[C:7](=[O:36])[C:8]2([c:9]3[cH:10][cH:11][c:12]([Cl:15])[cH:13][c:14]31)[CH:16]([c:29]1[cH:30][c:31]([Cl:35])[cH:32][cH:33][cH:34]1)[NH:17][C:18](=[O:28])[CH2:19][CH:20]2[c:21]1[cH:22][c:23]([Cl:27])[cH:24][cH:25][cH:26]1)[CH3:5].[CH3:39][OH:40].[Na+:38].[OH-:37]>>[NH:6]1[C:7](=[O:36])[C:8]2([c:9]3[cH:10][cH:11][c:12]([Cl:15])[cH:13][c:14]31)[CH:16]([c:29]1[cH:30][c:31]([Cl:35])[cH:32][cH:33][cH:34]1)[NH:17][C:18](=[O:28])[CH2:19][CH:20]2[c:21]1[cH:22][c:23]([Cl:27])[cH:24][cH:25][cH:26]1.